From a dataset of the Open Reaction Database (ORD), a public repository of structured organic reaction records. describe an organic reaction: reactants, conditions, products, and yield Starting materials: ice water, [H-].[Na+] (sodium hydride), C1(=CC=CC=C1)N1C(NC(C=2NC=NC12)=O)=O (3-phenylxanthine), C(C1=CC=CC=C1)Br (benzyl bromide). Product: C(C1=CC=CC=C1)N1C=NC=2N(C(NC(C12)=O)=O)C1=CC=CC=C1 (7-Benzyl-3-phenylxanthine). Procedure: 3.2 g (0.1315 mol) of sodium hydride were added in portions to a suspension of 30 g (0.1315 mol) of 3-phenylxanthine in 600 ml of DMF, the mixture was stirred at 25° C. for 30 minutes and then heated to 80° C. 27 g (0.1578 mol) of benzyl bromide were then added and the solution was left at 80° C. for 6 hours. After cooling to 50° C., the reaction mixture was poured into 2000 ml of ice-water, and the precipitate obtained was filtered off with suction, washed well with water and dried under reduce... Conditions: temperature 25 celsius, time 30 minute. The solvent is CN(C)C=O (DMF). Reaction SMILES: [H-].[Na+].[C:3]1([N:9]2[C:17]3[N:16]=[CH:15][NH:14][C:13]=3[C:12](=[O:18])[NH:11][C:10]2=[O:19])[CH:8]=[CH:7][CH:6]=[CH:5][CH:4]=1.[CH2:20](Br)[C:21]1[CH:26]=[CH:25][CH:24]=[CH:23][CH:22]=1>CN(C=O)C>[CH2:20]([N:14]1[C:13]2[C:12](=[O:18])[NH:11][C:10](=[O:19])[N:9]([C:3]3[CH:4]=[CH:5][CH:6]=[CH:7][CH:8]=3)[C:17]=2[N:16]=[CH:15]1)[C:21]1[CH:26]=[CH:25][CH:24]=[CH:23][CH:22]=1 |f:0.1|. Starting materials: [BH4-], CCO, COc1ccccc1CCN(CC#CCNC(=O)C12CC3CC(CC(C3)C1)C2)C(C)C, NCCN, [Na+], Cl[Ni]Cl, O, O, O, O, O, O. Yields the product COc1ccccc1CCN(CC=CCNC(=O)C12CC3CC(CC(C3)C1)C2)C(C)C. Reaction SMILES: [BH4-:36].[CH3:38][CH2:39][OH:40].[CH:1]([CH3:2])([CH3:3])[N:4]([CH2:5][C:6]#[C:7][CH2:8][NH:9][C:10](=[O:11])[C:12]12[CH2:13][CH:14]3[CH2:15][CH:16]([CH2:17][CH:18]([CH2:19]1)[CH2:20]3)[CH2:21]2)[CH2:22][CH2:23][c:24]1[c:25]([O:30][CH3:31])[cH:26][cH:27][cH:28][cH:29]1.[NH2:32][CH2:33][CH2:34][NH2:35].[Na+:37].[Ni:47]([Cl:48])[Cl:49].[OH2:41].[OH2:42].[OH2:43].[OH2:44].[OH2:45].[OH2:46]>>[CH:1]([CH3:2])([CH3:3])[N:4]([CH2:5][CH:6]=[CH:7][CH2:8][NH:9][C:10](=[O:11])[C:12]12[CH2:13][CH:14]3[CH2:15][CH:16]([CH2:17][CH:18]([CH2:19]1)[CH2:20]3)[CH2:21]2)[CH2:22][CH2:23][c:24]1[c:25]([O:30][CH3:31])[cH:26][cH:27][cH:28][cH:29]1.